Task: describe an organic reaction: reactants, conditions, products, and yield. Dataset: the Open Reaction Database (ORD), a public repository of structured organic reaction records The reactants are NC1=CC=C(C=CCN2CCC(CC2)=C2C3=C(C=CC4=C2C=CC=C4)C=CC=C3)C=C1 (1-(4-Aminocinnamyl)-4-(5H-dibenzo[a,d]cyclohepten-5-ylidene)piperidine), NC1=CC=C(C=CCN2CCC(CC2)=C2C3=C(C=CC4=C2C=CC=C4)C=CC=C3)C=C1 (1-(4-Aminocinnamyl)-4-(5H-dibenzo[a,d]cyclohepten-5-ylidene)piperidine), ClC(=O)OC (methyl chloroformate). Yields the product C1=CC=CC=2C(C3=C(C=CC21)C=CC=C3)=C3CCN(CC3)CC=CC3=CC=C(C=C3)NC(=O)OC (4-(5H-Dibenzo[a,d]cyclohepten-5-ylidene)-1-(4-methoxycarbonylaminocinnamyl)piperidine). Isolated yield 97.5%. RXN SMILES: [NH2:1][C:2]1[CH:31]=[CH:30][C:5]([CH:6]=[CH:7][CH2:8][N:9]2[CH2:14][CH2:13][C:12](=[C:15]3[C:21]4[CH:22]=[CH:23][CH:24]=[CH:25][C:20]=4[CH:19]=[CH:18][C:17]4[CH:26]=[CH:27][CH:28]=[CH:29][C:16]3=4)[CH2:11][CH2:10]2)=[CH:4][CH:3]=1.Cl[C:33]([O:35][CH3:36])=[O:34]>>[CH:25]1[C:20]2[CH:19]=[CH:18][C:17]3[CH:26]=[CH:27][CH:28]=[CH:29][C:16]=3[C:15](=[C:12]3[CH2:11][CH2:10][N:9]([CH2:8][CH:7]=[CH:6][C:5]4[CH:4]=[CH:3][C:2]([NH:1][C:33]([O:35][CH3:36])=[O:34])=[CH:31][CH:30]=4)[CH2:14][CH2:13]3)[C:21]=2[CH:22]=[CH:23][CH:24]=1. Reported procedure: This compound was prepared from 1-(4-Aminocinnamyl)-4-(5H-dibenzo[a,d]cyclohepten-5-ylidene)piperidine (compound 5) and methyl chloroformate. Yield 97.5% Starting materials: C(C1=CC=CC=C1)N1N=C(C2=CC=C(C=C12)C(=O)O)C (1-benzyl-3-methyl-indazole-6-carboxylic acid), C(C(=O)Cl)(=O)Cl (oxalyl chloride). The reagents and catalysts are CN(C=O)C (dimethylformamide). Run in ClCCl (dichloromethane). Conditions: time 2 hour. Yields the product C(C1=CC=CC=C1)N1NC(C2=CC=CC=C12)(C(=O)Cl)C (1-Benzyl-3-methyl-1H-indazole carbonyl chloride). Reaction SMILES: [CH2:1]([N:8]1[C:16]2[C:11](=[CH:12][CH:13]=[C:14](C(O)=O)[CH:15]=2)[C:10]([CH3:20])=[N:9]1)[C:2]1[CH:7]=[CH:6][CH:5]=[CH:4][CH:3]=1.C(Cl)(=O)[C:22]([Cl:24])=[O:23]>ClCCl.CN(C)C=O>[CH2:1]([N:8]1[C:16]2[C:11](=[CH:12][CH:13]=[CH:14][CH:15]=2)[C:10]([CH3:20])([C:22]([Cl:24])=[O:23])[NH:9]1)[C:2]1[CH:3]=[CH:4][CH:5]=[CH:6][CH:7]=1. Reported procedure: A solution of 1-benzyl-3-methyl-indazole-6-carboxylic acid [0.15 g, Reference Example 28(o)] in dichloromethane (20 ml) was treated with dimethylformamide (2 drops) then with oxalyl chloride (1.69 ml). After stirring for 2 hours the reaction mixture was evaporated and the residue was dried under high vacuum to give the title compound (0.16 g) which was used without further purification. Starting materials: C(C1=CC=CC=C1)ONC(=O)C1=CC2=C(C=N1)N(C=N2)CC2=CC=C(C=C2)F (N-Benzyloxy-3-(4-fluorobenzyl)-3H-imidazo[4,5-c]pyridine-6-carboxamide), FC1=C(CN2C=C(C=3C2=CN=C(C3)C(=O)OCC)COCC)C=CC(=C1)F (Ethyl 1-(2,4-difluorobenzyl)-3-ethoxymethyl-1H-pyrrolo[2,3-c]pyridine-5-carboxylate), C(C1=CC=CC=C1)ON1C(C2=NC=C3C(=C2C1)C=CN3)=O (2-benzyloxy-1,6-dihydrodipyrrolo[3,2-d:3′,4′-b]pyridin-3(2H)-one), FC1=C(CBr)C=CC(=C1)F (2,4-difluorobenzyl bromide), C(C1=CC=CC=C1)ON1C(C2=NC=C3C(=C2C1)C=CN3CC3=C(C=C(C=C3)F)F)=O (2-benzyloxy-6-(2,4-difluorobenzyl)-1,6-dihydrodipyrrolo[3,2-d:3′,4′-b]pyridin-3(2H)-one). The reagents and catalysts are [OH-].[Pd+2].[OH-] (palladium hydroxide). The solvent is C(C)O (ethanol). Conditions: time 16 hour. Product: FC1=C(CN2C=CC3=C4C(=NC=C32)C(N(C4)O)=O)C=CC(=C1)F (6-(2,4-Difluorobenzyl)-2-hydroxy-1,6-dihydrodipyrrolo[3,2-d:3′,4′-b]pyridin-3(2H)-one). Yield: 5.3%. As a reaction SMILES: C(ONC(C1N=CC2N(CC3C=CC(F)=CC=3)C=NC=2C=1)=O)C1C=CC=CC=1.C(ON1CC2C(=NC=C3NC=CC3=2)C1=O)C1C=CC=CC=1.FC1C=C(F)C=CC=1CBr.FC1C=C(F)C=CC=1CN1C2=CN=C(C(OCC)=O)C=C2C(COCC)=C1.C([O:94][N:95]1[CH2:103][C:102]2[C:97](=[N:98][CH:99]=[C:100]3[N:106]([CH2:107][C:108]4[CH:113]=[CH:112][C:111]([F:114])=[CH:110][C:109]=4[F:115])[CH:105]=[CH:104][C:101]3=2)[C:96]1=[O:116])C1C=CC=CC=1>C(O)C.[OH-].[Pd+2].[OH-]>[F:115][C:109]1[CH:110]=[C:111]([F:114])[CH:112]=[CH:113][C:108]=1[CH2:107][N:106]1[C:100]2[C:101](=[C:102]3[CH2:103][N:95]([OH:94])[C:96](=[O:116])[C:97]3=[N:98][CH:99]=2)[CH:104]=[CH:105]1 |f:6.7.8|. Procedure details: Methyl 1-{[4-(benzyloxy)amino]methyl)}-1-phenylsulfonyl-1H-pyrrolo[2,3-c]pyridine-5-carboxylate. To a stirred solution of methyl 4-bromomethyl-1-phenylsulfonyl-1H-pyrrolo[2,3-c]pyridine-5-carboxylate (0.30 g, 0.73 mmol) [prepared acc. X. Doisy et al., Bioorg. Med. Chem. 1999, 7, 921-932]in DMF (20 mL) were added benzyloxyamine (0.45 g, 3.65 mmol) and triethylamine (0.51 mL, 3.65 mmol). The resulting mixture was stirred for 16 hours at ambient temperature. It was quenched with water (30 mL), and ... Reactants: [OH-].[NH4+] (ammonium hydroxide), CC=1C=C(C#N)C=CC1[N+](=O)[O-] (3-methyl-4-nitrobenzonitrile), O.O.Cl[Sn]Cl (SnCl2.2H2O). Run in C(C)(=O)O (acetic acid), Cl (HCl). Conditions: time 3 hour. Product: C(#N)C1=CC(=C(N)C=C1)C (4-cyano-2-methylaniline). Isolated yield 61.3%. As a reaction SMILES: [CH3:1][C:2]1[CH:3]=[C:4]([CH:7]=[CH:8][C:9]=1[N+:10]([O-])=O)[C:5]#[N:6].O.O.Cl[Sn]Cl.[OH-].[NH4+]>C(O)(=O)C.Cl>[C:5]([C:4]1[CH:7]=[CH:8][C:9]([NH2:10])=[C:2]([CH3:1])[CH:3]=1)#[N:6] |f:1.2.3,4.5|. Procedure details: To a stirred, 25° C. solution of 3-methyl-4-nitrobenzonitrile (24 g, 0.148 mol) in acetic acid (250 mL) under nitrogen was added dropwise a solution of SnCl2.2H2O (133.57 g., 0.592 mol) in concentrated HCl (250 mL). After stirring for 3 hours, the reaction mixture was added carefully to excess cold ammonium hydroxide. The reaction mixture was extracted several times with ethyl ether. The organic extracts were then combined, dried (Na2SO4) and evaporated under reduced pressure to afford 12 g (61%... Starting materials: ClC=1C(=CC(N(C1)C1=CC(=C(C=C1)C#N)F)=O)OC1CCN(CC1)C(=O)OC(C)(C)C (tert-butyl 4-(5-chloro-1-(4-cyano-3-fluorophenyl)-2-oxo-1,2-dihydropyridin-4-yloxy)piperidine-1-carboxylate), Cl (hydrogen chloride). The solvent is CO (MeOH). Yields the product ClC=1C(=CC(N(C1)C1=CC(=C(C#N)C=C1)F)=O)OC1CCNCC1 (4-(5-chloro-2-oxo-4-(piperidin-4-yloxy)pyridin-1(2H)-yl)-2-fluorobenzonitrile). The yield is 68.9%. As a reaction SMILES: [Cl:1][C:2]1[C:3]([O:18][CH:19]2[CH2:24][CH2:23][N:22](C(OC(C)(C)C)=O)[CH2:21][CH2:20]2)=[CH:4][C:5](=[O:17])[N:6]([C:8]2[CH:13]=[CH:12][C:11]([C:14]#[N:15])=[C:10]([F:16])[CH:9]=2)[CH:7]=1.Cl>CO>[Cl:1][C:2]1[C:3]([O:18][CH:19]2[CH2:20][CH2:21][NH:22][CH2:23][CH2:24]2)=[CH:4][C:5](=[O:17])[N:6]([C:8]2[CH:13]=[CH:12][C:11]([C:14]#[N:15])=[C:10]([F:16])[CH:9]=2)[CH:7]=1. Procedure details: A suspension of tert-butyl 4-(5-chloro-1-(4-cyano-3-fluorophenyl)-2-oxo-1,2-dihydropyridin-4-yloxy)piperidine-1-carboxylate (2.2 g, 4.18 mmol) in MeOH (15 mL) was added hydrogen chloride (4M in 1,4-dioxane) (0.609 g, 16.70 mmol) and stirred at rt. After 6 h stirring, solvent MeOH was evaporated and the resulting crude was diluted with EtOAc (50 mL). After saturated aqueous NaHCO3 was added to adjust PH>7, the resulting mixture was vigorously stirred for 2 h. The organic layers was collected and ... The reactants are [H][H] (hydrogen), C(C)(C)(C)OC(=O)NC/C=C(\C1=CC=C(C=C1)Cl)/C=1N=C(SC1C(=O)OCC)N1CCOCC1 (ethyl 4-[(1E)-3-[(tert-butoxycarbonyl)amino]-1-(4-chlorophenyl)prop-1-en-1-yl]-2-(morpholin-4-yl)-1,3-thiazole-5-carboxylate), [H][H] (hydrogen). The reagents and catalysts are [OH-].[Pd+2].[OH-] (palladium hydroxide), [OH-].[Pd+2].[OH-] (palladium hydroxide), [OH-].[Pd+2].[OH-] (palladium hydroxide). Run in C(C)O (ethanol). Conditions: time 3 hour. Yields the product C(C)(C)(C)OC(=O)NCCC(C1=CC=C(C=C1)Cl)C=1N=C(SC1C(=O)OCC)N1CCOCC1 (ethyl 4-{3-[(tert-butoxycarbonyl)amino]-1-(4-chlorophenyl)propyl}-2-(morpholin-4-yl)-1,3-thiazole-5-carboxylate). Isolated yield 86.8%. RXN SMILES: [C:1]([O:5][C:6]([NH:8][CH2:9]/[CH:10]=[C:11](/[C:19]1[N:20]=[C:21]([N:29]2[CH2:34][CH2:33][O:32][CH2:31][CH2:30]2)[S:22][C:23]=1[C:24]([O:26][CH2:27][CH3:28])=[O:25])\[C:12]1[CH:17]=[CH:16][C:15]([Cl:18])=[CH:14][CH:13]=1)=[O:7])([CH3:4])([CH3:3])[CH3:2].[H][H]>C(O)C.[OH-].[Pd+2].[OH-]>[C:1]([O:5][C:6]([NH:8][CH2:9][CH2:10][CH:11]([C:19]1[N:20]=[C:21]([N:29]2[CH2:30][CH2:31][O:32][CH2:33][CH2:34]2)[S:22][C:23]=1[C:24]([O:26][CH2:27][CH3:28])=[O:25])[C:12]1[CH:17]=[CH:16][C:15]([Cl:18])=[CH:14][CH:13]=1)=[O:7])([CH3:2])([CH3:3])[CH3:4] |f:3.4.5|. Reported procedure: To a solution of ethyl 4-[(1E)-3-[(tert-butoxycarbonyl)amino]-1-(4-chlorophenyl)prop-1-en-1-yl]-2-(morpholin-4-yl)-1,3-thiazole-5-carboxylate (0.328 g, 0.646 mmol) in ethanol (8 mL) in a Parr bottle under an atmosphere of argon was added palladium hydroxide (0.0323 g, 0.230 mmol). The flask was purged several times with argon then filled with hydrogen to 60 psi and rapidly stirred at room temperature for 3 hours. The reaction was incomplete by LCMS. An additional portion of palladium hydroxide (...